Dataset: the Open Reaction Database (ORD), a public repository of structured organic reaction records. Task: describe an organic reaction: reactants, conditions, products, and yield The reactants are CC(C)(C)OC(=O)Nc1ccc(-c2nc(-c3cc4ccccc4[nH]c3=O)cs2)cc1, ClCCl, O=C(O)C(F)(F)F. The product is Nc1ccc(-c2nc(-c3cc4ccccc4[nH]c3=O)cs2)cc1. As a reaction SMILES: [C:1]([O:2][C:3](=[O:4])[NH:7][c:8]1[cH:9][cH:10][c:11](-[c:14]2[s:15][cH:16][c:17](-[c:19]3[c:20](=[O:29])[nH:21][c:22]4[cH:23][cH:24][cH:25][cH:26][c:27]4[cH:28]3)[n:18]2)[cH:12][cH:13]1)([CH3:5])([CH3:6])[CH3:30].[Cl:31][CH2:32][Cl:33].[F:34][C:35]([F:36])([F:37])[C:38]([OH:39])=[O:40]>>[NH2:7][c:8]1[cH:9][cH:10][c:11](-[c:14]2[s:15][cH:16][c:17](-[c:19]3[c:20](=[O:29])[nH:21][c:22]4[cH:23][cH:24][cH:25][cH:26][c:27]4[cH:28]3)[n:18]2)[cH:12][cH:13]1. Starting materials: CCCCCC.C(CCC)[Li] (n-butyllithium hexane), C1CCOC1 (THF), C1CCN2[C@H]1CC2=O (carbapenam), C(C)(=O)O (acetic acid). Product: COC(=O)C1CC[C@H]2N1C(C2CC)=O (6-ethyl-carbapenam-3-carboxylic acid methylester). As a reaction SMILES: CCCC[CH2:5][CH3:6].C([Li])CCC.C1[CH2:16][O:15][CH2:14]C1.[CH2:17]1[C@@H:21]2[CH2:22][C:23](=[O:24])[N:20]2[CH2:19][CH2:18]1.C(O)(=[O:27])C>CO>[CH3:14][O:15][C:16]([CH:19]1[N:20]2[C:23](=[O:24])[CH:22]([CH2:5][CH3:6])[C@H:21]2[CH2:17][CH2:18]1)=[O:27] |f:0.1|. Procedure details: To an anhydrous THF solution (3 ml) of LDA, as produced from diisopropylamine (0.03 ml, 0.19 mmol) and a 15% n-butyllithium hexane solution (0.12 ml, 0.19 mmol), anhydrous THF solution (2 ml) of the carbapenam (VI) (16 mg, 0.08 mmol) was added dropwise at -78° C. under a carbapenam (VI) (16 mg, 0.08 mmol) was added dropwise at -78° C. under a current of argon. The mixture was stirred for 30 minutes and a mixture of acetic acid and methanol (1:1, v/v) (0.5 ml) was added. It was warmed to room tem... Run at time 30 minute. The solvent is CO (methanol).